Dataset: the Open Reaction Database (ORD), a public repository of structured organic reaction records. Task: describe an organic reaction: reactants, conditions, products, and yield The reactants are CC1=C(C#N)C(c2ccc3c(c2)c(NCCO[Si](C)(C)C(C)(C)C)nn3C(=O)OC(C)(C)C)C(C#N)=C(C)N1, CCCC[N+](CCCC)(CCCC)CCCC, C1CCOC1, [F-]. The product is CC1=C(C#N)C(c2ccc3c(c2)c(NCCO)nn3C(=O)OC(C)(C)C)C(C#N)=C(C)N1. RXN SMILES: [C:1]([CH3:2])([CH3:3])([CH3:4])[O:5][C:6](=[O:7])[n:8]1[n:9][c:10]([NH:29][CH2:30][CH2:31][O:32][Si:33]([C:34]([CH3:35])([CH3:36])[CH3:37])([CH3:38])[CH3:39])[c:11]2[cH:12][c:13]([CH:17]3[C:18]([C:27]#[N:28])=[C:19]([CH3:26])[NH:20][C:21]([CH3:25])=[C:22]3[C:23]#[N:24])[cH:14][cH:15][c:16]12.[CH2:41]([N+:42]([CH2:43][CH2:44][CH2:45][CH3:46])([CH2:47][CH2:48][CH2:49][CH3:50])[CH2:51][CH2:52][CH2:53][CH3:54])[CH2:55][CH2:56][CH3:57].[CH2:58]1[O:59][CH2:60][CH2:61][CH2:62]1.[F-:40]>>[C:1]([CH3:2])([CH3:3])([CH3:4])[O:5][C:6](=[O:7])[n:8]1[n:9][c:10]([NH:29][CH2:30][CH2:31][OH:32])[c:11]2[cH:12][c:13]([CH:17]3[C:18]([C:27]#[N:28])=[C:19]([CH3:26])[NH:20][C:21]([CH3:25])=[C:22]3[C:23]#[N:24])[cH:14][cH:15][c:16]12. Starting materials: [BH4-], Cc1ccc(-n2ccnc2)cc1C(=O)c1c(C)cc(C(=O)O)cc1C, [Na+], [Na+], [OH-], O. RXN SMILES: [BH4-:28].[CH3:1][c:2]1[c:3]([C:4](=[O:5])[c:6]2[c:7]([CH3:16])[cH:8][c:9]([C:13](=[O:14])[OH:15])[cH:10][c:11]2[CH3:12])[cH:17][c:18](-[n:21]2[cH:22][n:23][cH:24][cH:25]2)[cH:19][cH:20]1.[Na+:27].[Na+:29].[OH-:26].[OH2:30]>>[CH3:1][c:2]1[c:3]([CH:4]([OH:5])[c:6]2[c:7]([CH3:16])[cH:8][c:9]([C:13](=[O:14])[OH:15])[cH:10][c:11]2[CH3:12])[cH:17][c:18](-[n:21]2[cH:22][n:23][cH:24][cH:25]2)[cH:19][cH:20]1. The product is Cc1ccc(-n2ccnc2)cc1C(O)c1c(C)cc(C(=O)O)cc1C. Reactants: CO, CCCN(CCC)CCc1ccc(N)c(OCc2ccccc2)c1. The product is CCCN(CCC)CCc1ccc(N)c(O)c1. As a reaction SMILES: [CH3:25][OH:26].[NH2:1][c:2]1[c:3]([O:17][CH2:18][c:19]2[cH:20][cH:21][cH:22][cH:23][cH:24]2)[cH:4][c:5]([CH2:8][CH2:9][N:10]([CH2:11][CH2:12][CH3:13])[CH2:14][CH2:15][CH3:16])[cH:6][cH:7]1>>[NH2:1][c:2]1[c:3]([OH:17])[cH:4][c:5]([CH2:8][CH2:9][N:10]([CH2:11][CH2:12][CH3:13])[CH2:14][CH2:15][CH3:16])[cH:6][cH:7]1. Reactants: Cl.NO (hydroxylamine hydrochloride), FC1=C(C(=C(C(=C1CON1C(C=2C(C1=O)=CC=CC2)=O)F)F)F)F (N-(Pentafluorobenzyloxy)phthalimide), C(CCC)N (n-butylamine), Cl (hydrogen chloride). Solvent: C(C)O (ethanol). Run at temperature 60 celsius, time 1 hour. The product is Cl.FC1=C(C(=C(C(=C1CON)F)F)F)F (O-(pentafluorobenzyl)hydroxylamine hydrochloride). As a reaction SMILES: [F:1][C:2]1[C:7]([CH2:8][O:9][N:10]2C(=O)C3=CC=CC=C3C2=O)=[C:6]([F:21])[C:5]([F:22])=[C:4]([F:23])[C:3]=1[F:24].C(N)CCC.[ClH:30].Cl.NO>C(O)C>[ClH:30].[F:1][C:2]1[C:7]([CH2:8][O:9][NH2:10])=[C:6]([F:21])[C:5]([F:22])=[C:4]([F:23])[C:3]=1[F:24] |f:3.4,6.7|. Procedure: N-(Pentafluorobenzyloxy)phthalimide 15.9 g, 46 mmol), n-butylamine (3.7 g, 50 mmol) and absolute ethanol (90 ml) were placed in a dry flask under a nitrogen atmosphere. This reaction mixture was stirred at 60° C. for 1 hour, cooled and adjusted to pH 3 using dry hydrogen chloride gas. The resulting white precipitate was filtered and the crystals washed with ice-cold ethanol/ether (1:1). The filtrate was concentrated to give a second crop of crystals. The combined yield of the hydroxylamine hydro... Reactants: BrN1C(CCC1=O)=O (N-Bromosuccinimide), C1(=CC=CC=C1)C(CO)CC=C (2-phenyl-4-penten-1-ol), O (water). Solvent: C(Cl)(Cl)Cl (chloroform). Conditions: time 3 hour. The product is BrCC1OCC(C1)C1=CC=CC=C1 (2-(bromomethyl)-4-phenyltetrahydrofuran). Isolated yield 70.2%. As a reaction SMILES: [Br:1]N1C(=O)CCC1=O.[C:9]1([CH:15]([CH2:18][CH:19]=[CH2:20])[CH2:16][OH:17])[CH:14]=[CH:13][CH:12]=[CH:11][CH:10]=1.O>C(Cl)(Cl)Cl>[Br:1][CH2:20][CH:19]1[CH2:18][CH:15]([C:9]2[CH:14]=[CH:13][CH:12]=[CH:11][CH:10]=2)[CH2:16][O:17]1. Procedure details: N-Bromosuccinimide (1.78 g) is added to a stirred solution of 1.6 g of 2-phenyl-4-penten-1-ol in 15 ml of chloroform at room temperature. The resulting mixture is stirred at room temperature for 3 hours. The reaction mixture is then poured into 10 ml of water. The chloroform layer is separated and dried over magnesium sulfate, and the solvent is distilled off under reduced pressure. The residue is purified by column chromatography on silica gel with chloroform eluant to give 1.67 g of 2-(bromome... Starting materials: C1(=CC=CC=C1)C1=C(C=CC=C1)O (2-phenylphenol), [Cl-].[Al+3].[Cl-].[Cl-] (aluminum chloride), ClC1=C(C(=O)Cl)C=CC=C1 (2-chlorobenzoyl chloride). Solvent: C(Cl)Cl (CH2Cl2), C(Cl)Cl (CH2Cl2). Reaction conditions: temperature 0 celsius, time 30 minute. Yields the product ClC1=C(C=CC=C1)C(=O)C=1C=C(C(=CC1)O)C1=CC=CC=C1 ((2-Chloro-phenyl)-(6-hydroxy-biphenyl-3-yl)-methanone). Isolated yield 21.8%. RXN SMILES: [Cl-].[Al+3].[Cl-].[Cl-].[C:5]1([C:11]2[CH:16]=[CH:15][CH:14]=[CH:13][C:12]=2[OH:17])[CH:10]=[CH:9][CH:8]=[CH:7][CH:6]=1.[Cl:18][C:19]1[CH:27]=[CH:26][CH:25]=[CH:24][C:20]=1[C:21](Cl)=[O:22]>C(Cl)Cl>[Cl:18][C:19]1[CH:27]=[CH:26][CH:25]=[CH:24][C:20]=1[C:21]([C:15]1[CH:16]=[C:11]([C:5]2[CH:6]=[CH:7][CH:8]=[CH:9][CH:10]=2)[C:12]([OH:17])=[CH:13][CH:14]=1)=[O:22] |f:0.1.2.3|. Procedure details: At ambient temperature, to a stirred suspension of aluminum chloride (2.0 g, 15.0 mmol) in CH2Cl2 (20 mL) was added 2-phenylphenol (1.28 g, 7.53 mmol). After 30 min, the reaction was cooled to 0° C. To the reaction was added dropwise a solution of 2-chlorobenzoyl chloride (0.94 mL, 7.42 mmol) in CH2Cl2 (20 mL). The reaction was allowed to warm to ambient temperature and stirred overnight. The reaction was quenched into crushed ice (100 g) diluted with sat. aq. KH2PO4 (100 mL) and extracted with ...